From a dataset of the Open Reaction Database (ORD), a public repository of structured organic reaction records. describe an organic reaction: reactants, conditions, products, and yield Reactants: C(C1=CC=CC=C1)(=O)NC(CCCC)C(=O)O (N-(Benzoyl)-D,L-norleucine), C1(CCCCC1)N=C=NC1CCCCC1 (dicyclohexylcarbodiimide). Run in O1CCCC1 (tetrahydrofuran), O1CCCC1 (tetrahydrofuran). Reaction conditions: time 8 hour. Product: C1(=CC=CC=C1)C=1OC(C(N1)CCCC)=O (2-phenyl-4-butyl-5(4H)-oxazolone). As a reaction SMILES: [C:1]([NH:9][CH:10]([C:15]([OH:17])=[O:16])[CH2:11][CH2:12][CH2:13][CH3:14])(=O)[C:2]1[CH:7]=[CH:6][CH:5]=[CH:4][CH:3]=1.C1(N=C=NC2CCCCC2)CCCCC1>O1CCCC1>[C:2]1([C:1]2[O:17][C:15](=[O:16])[CH:10]([CH2:11][CH2:12][CH2:13][CH3:14])[N:9]=2)[CH:3]=[CH:4][CH:5]=[CH:6][CH:7]=1. Procedure: N-(Benzoyl)-D,L-norleucine (40 g., 170 mmole) is taken into 300 ml. of tetrahydrofuran with stirring in an ice bath. To this is added dropwise dicyclohexylcarbodiimide (38.52 g., 187 mmole) in tetrahydrofuran (195 ml.). After 15 minutes the bath is removed and the reaction is allowed to run overnight. The dicyclohexylurea is filtered off and the filtrate is concentrated to dryness. The crude product (31.7 g.) is purified on silica gel in hexane:ether (2:1) to give 2-phenyl-4-butyl-5(4H)-oxazolon... Starting materials: COC(=O)C=CCBr, CC(C)(C)OC(=O)CNS(=O)(=O)c1ccc2cc(Cl)ccc2c1, O=C([O-])[O-], [K+], [K+], CN(C)C=O. Product: COC(=O)C=CCN(CC(=O)OC(C)(C)C)S(=O)(=O)c1ccc2cc(Cl)ccc2c1. RXN SMILES: [Br:24][CH2:25][CH:26]=[CH:27][C:28](=[O:29])[O:30][CH3:31].[C:1]([CH3:2])([CH3:3])([CH3:4])[O:5][C:6]([CH2:7][NH:8][S:9](=[O:10])(=[O:11])[c:12]1[cH:13][c:14]2[cH:15][cH:16][c:17]([Cl:22])[cH:18][c:19]2[cH:20][cH:21]1)=[O:23].[C:32](=[O:33])([O-:34])[O-:35].[K+:36].[K+:37].[O:38]=[CH:39][N:40]([CH3:41])[CH3:42]>>[C:1]([CH3:2])([CH3:3])([CH3:4])[O:5][C:6]([CH2:7][N:8]([S:9](=[O:10])(=[O:11])[c:12]1[cH:13][c:14]2[cH:15][cH:16][c:17]([Cl:22])[cH:18][c:19]2[cH:20][cH:21]1)[CH2:25][CH:26]=[CH:27][C:28](=[O:29])[O:30][CH3:31])=[O:23]. Run in C=1(C(=CC=CC1)C)C (xylene). Reactants: FC1=C(C=CC=C1)C=1C(OC(OC1C)(C)C)=O (5-(2-fluorophenyl)-2,2-dimethyl-6-methyl-4H-1,3-dioxin-4-one), C=NC(C(=O)OCC)(C)C (ethyl 2-(N-methyleneamino)-2-methylpropionate). Procedure: A mixture of 5-(2-fluorophenyl)-2,2-dimethyl-6-methyl-4H-1,3-dioxin-4-one (2.0 g) and ethyl 2-(N-methyleneamino)-2-methylpropionate (1.45 g) was heated under reflux in xylene for 10 hours. After evaporation to dryness the residue was purified by dry column chromatography on silica gel eluting with cyclohexane/ethyl acetate to give ethyl [5-(2-fluorophenyl)-2,3-dihydro-6-methyl-4-oxo-4H-1,3-oxazin-3-yl]-2-methylpropanoate as a pale yellow oil (1.7 g), NMR 1.24(t,3H), 1.42(s,6H), 1.57(s,3H), 4.15(... Yields the product FC1=C(C=CC=C1)C=1C(N(COC1C)C(C(=O)OCC)(C)C)=O (ethyl [5-(2-fluorophenyl)-2,3-dihydro-6-methyl-4-oxo-4H-1,3-oxazin-3-yl]-2-methylpropanoate). Yield: 62.5%. As a reaction SMILES: [F:1][C:2]1[CH:7]=[CH:6][CH:5]=[CH:4][C:3]=1[C:8]1[C:9](=[O:17])O[C:11](C)(C)[O:12][C:13]=1[CH3:14].C=[N:19][C:20]([CH3:27])([CH3:26])[C:21]([O:23][CH2:24][CH3:25])=[O:22]>C1(C)C(C)=CC=CC=1>[F:1][C:2]1[CH:7]=[CH:6][CH:5]=[CH:4][C:3]=1[C:8]1[C:9](=[O:17])[N:19]([C:20]([CH3:27])([CH3:26])[C:21]([O:23][CH2:24][CH3:25])=[O:22])[CH2:11][O:12][C:13]=1[CH3:14]. RXN SMILES: [C:1](=[O:2])([O-:3])[O-:4].[CH3:9][CH:10]([C:11](=[O:12])[NH:13][c:14]1[cH:15][c:16]([CH:20]2[CH2:21][CH2:22][NH:23][CH2:24][CH2:25]2)[cH:17][cH:18][cH:19]1)[CH3:26].[Cl:27][CH2:28][CH2:29][CH:30]([c:31]1[cH:32][cH:33][cH:34][cH:35][cH:36]1)[O:37][c:38]1[cH:39][c:40]([O:46][CH3:47])[c:41]([O:44][CH3:45])[cH:42][cH:43]1.[I-:8].[K+:5].[K+:6].[Na+:7].[O:48]=[CH:49][N:50]([CH3:51])[CH3:52].[OH2:53]>>[CH3:9][CH:10]([C:11](=[O:12])[NH:13][c:14]1[cH:15][c:16]([CH:20]2[CH2:21][CH2:22][N:23]([CH2:28][CH2:29][CH:30]([c:31]3[cH:32][cH:33][cH:34][cH:35][cH:36]3)[O:37][c:38]3[cH:39][c:40]([O:46][CH3:47])[c:41]([O:44][CH3:45])[cH:42][cH:43]3)[CH2:24][CH2:25]2)[cH:17][cH:18][cH:19]1)[CH3:26]. Yields the product COc1ccc(OC(CCN2CCC(c3cccc(NC(=O)C(C)C)c3)CC2)c2ccccc2)cc1OC. Starting materials: O=C([O-])[O-], CC(C)C(=O)Nc1cccc(C2CCNCC2)c1, COc1ccc(OC(CCCl)c2ccccc2)cc1OC, [I-], [K+], [K+], [Na+], CN(C)C=O, O. The reactants are [BH4-].[Na+] (sodium borohydride), C(C)(=O)NC(C(=O)OCC)CC1=CN=CS1 (ethyl (2RS)-2-acetylamino-3-(5-thiazolyl)propanoate), [BH4-].[Na+] (sodium borohydride). Solvent: C(C)O (ethanol). Reaction conditions: temperature 20 celsius, time 18 hour. The product is OCC(CC1=CN=CS1)NC(C)=O (N-[(1RS)-1-hydroxymethyl-2-(5-thiazolyl)-ethyl]acetamide). The yield is 63.5%. RXN SMILES: [BH4-].[Na+].[C:3]([NH:6][CH:7]([CH2:13][C:14]1[S:18][CH:17]=[N:16][CH:15]=1)[C:8](OCC)=[O:9])(=[O:5])[CH3:4]>C(O)C>[OH:9][CH2:8][CH:7]([NH:6][C:3](=[O:5])[CH3:4])[CH2:13][C:14]1[S:18][CH:17]=[N:16][CH:15]=1 |f:0.1|. Procedure: 0.4 g of sodium borohydride is added to a solution of 1.2 g of ethyl (2RS)-2-acetylamino-3-(5-thiazolyl)propanoate in 20 cm3 of ethanol, followed by stirring under an inert atmosphere at a temperature in the region of 20° C. After 18 hours, a further 0.1 g of sodium borohydride is added and the mixture is then stirred for 24 hours at a temperature in the region of 20° C. The reaction medium is concentrated under reduced pressure (1 kPa) at a temperature in the region of 40° C. The residue is tak... RXN SMILES: [CH2:53]([P:54]([CH2:55][CH2:56][CH2:57][CH3:58])[CH2:59][CH2:60][CH2:61][CH3:62])[CH2:63][CH2:64][CH3:65].[CH2:66]1[O:67][CH2:68][CH2:69][CH2:70]1.[Cl:1][c:2]1[cH:3][c:4]2[cH:5][cH:6][c:7]([S:12](=[O:13])(=[O:14])[NH:15][CH:16]3[C:17](=[O:31])[N:18]([CH:21]([C:22](=[O:23])[N:24]4[CH2:25][CH2:26][O:27][CH2:28][CH2:29]4)[CH3:30])[CH2:19][CH2:20]3)[cH:8][c:9]2[cH:10][cH:11]1.[O:32]=[C:33]([O:34][CH:35]([CH3:36])[CH3:37])[N:38]=[N:39][C:40]([O:41][CH:42]([CH3:43])[CH3:44])=[O:45].[o:46]1[cH:47][c:48]([CH2:51][OH:52])[cH:49][cH:50]1>>[Cl:1][c:2]1[cH:3][c:4]2[cH:5][cH:6][c:7]([S:12](=[O:13])(=[O:14])[N:15]([CH:16]3[C:17](=[O:31])[N:18]([CH:21]([C:22](=[O:23])[N:24]4[CH2:25][CH2:26][O:27][CH2:28][CH2:29]4)[CH3:30])[CH2:19][CH2:20]3)[CH2:51][c:48]3[cH:47][o:46][cH:50][cH:49]3)[cH:8][c:9]2[cH:10][cH:11]1. Yields the product CC(C(=O)N1CCOCC1)N1CCC(N(Cc2ccoc2)S(=O)(=O)c2ccc3cc(Cl)ccc3c2)C1=O. Starting materials: CCCCP(CCCC)CCCC, C1CCOC1, CC(C(=O)N1CCOCC1)N1CCC(NS(=O)(=O)c2ccc3cc(Cl)ccc3c2)C1=O, CC(C)OC(=O)N=NC(=O)OC(C)C, OCc1ccoc1. The reactants are C[Si](C=1C=C(C=CC1)CC(P(OC)(OC)=O)(P(OC)(OC)=O)O)(C)C (Tetramethyl m-trimethylsilylphenyl-1-hydroxy-ethylidenebis(phosphonate)), P(OCC)(OCC)[O-].[Na+] (Sodium diethyl phosphite), C[Si](C=1C=C(C=CC1)CC(P(OC)(OC)=O)(P(OC)(OC)=O)O)(C)C (Tetramethyl m-trimethylsilylphenyl-1-hydroxy-ethylidenebis(phosphonate)). Solvent: C1CCOC1 (THF). Run at time 2 hour. The product is P(O)(O)=O.P(=O)(O)(O)O (phosphate phosphonate). Isolated yield 89.0%. As a reaction SMILES: C[Si](C)(C)C1C=C(CC(O)([P:17](=[O:22])([O:20]C)[O:18]C)[P:11](=[O:16])([O:14]C)[O:12]C)C=CC=1.P([O-])(OCC)[O:27]CC.[Na+]>C1COCC1>[PH:11](=[O:12])([OH:16])[OH:14].[P:17]([OH:20])([OH:27])([OH:18])=[O:22] |f:1.2,4.5|. Procedure details: From 17: To a solution of the phosphonate 17 (0.289 g, 1 mmol) in THF (10 ml) was added diethyl chlorophosphate (0.259 g, 1.5 mmol) and Et3N (0.30 g, 3.0 mmol) at 0° C., After 20 min the cooling bath was removed and the reaction mixture was stirred for 48 h. The mixture was extracted with CH2Cl2, the organic phase was washed with water, 10% H3PO4, then brine and dried (MgSO4). Filtration and evaporation afforded 0.25 g (59%) of a pale yellow colored liquid. From 18: Sodium diethyl phosphite (18 ... Starting materials: ClC1=NC2=C(C=CC=C2C=C1[C@H](C)N1C(C2=CC=CC=C2C1=O)=O)Cl ((S)-2-(1-(2,8-dichloroquinolin-3-yl)ethyl)isoindoline-1,3-dione), C(CCC)[Sn](C1=CN=CS1)(CCCC)CCCC (5-(tributylstannyl)thiazole), O1CCOCC1 (1,4-dioxane). Reagents/catalysts: C=1C=CC(=CC1)[P](C=2C=CC=CC2)(C=3C=CC=CC3)[Pd]([P](C=4C=CC=CC4)(C=5C=CC=CC5)C=6C=CC=CC6)([P](C=7C=CC=CC7)(C=8C=CC=CC8)C=9C=CC=CC9)[P](C=1C=CC=CC1)(C=1C=CC=CC1)C=1C=CC=CC1 (tetrakis(triphenylphosphine)palladium(0)). Reaction conditions: time 94 hour. The product is ClC=1C=CC=C2C=C(C(=NC12)C1=CN=CS1)[C@H](C)N1C(C2=CC=CC=C2C1=O)=O (2-((S)-1-(8-chloro-2-(thiazol-5-yl)-quinolin-3-yl)ethyl)isoindoline-1,3-dione). Reaction SMILES: Cl[C:2]1[C:11]([C@@H:12]([N:14]2[C:22](=[O:23])[C:21]3[C:16](=[CH:17][CH:18]=[CH:19][CH:20]=3)[C:15]2=[O:24])[CH3:13])=[CH:10][C:9]2[C:4](=[C:5]([Cl:25])[CH:6]=[CH:7][CH:8]=2)[N:3]=1.C([Sn](CCCC)(CCCC)[C:31]1[S:35][CH:34]=[N:33][CH:32]=1)CCC.O1CCOCC1>C1C=CC([P]([Pd]([P](C2C=CC=CC=2)(C2C=CC=CC=2)C2C=CC=CC=2)([P](C2C=CC=CC=2)(C2C=CC=CC=2)C2C=CC=CC=2)[P](C2C=CC=CC=2)(C2C=CC=CC=2)C2C=CC=CC=2)(C2C=CC=CC=2)C2C=CC=CC=2)=CC=1>[Cl:25][C:5]1[CH:6]=[CH:7][CH:8]=[C:9]2[C:4]=1[N:3]=[C:2]([C:31]1[S:35][CH:34]=[N:33][CH:32]=1)[C:11]([C@@H:12]([N:14]1[C:22](=[O:23])[C:21]3[C:16](=[CH:17][CH:18]=[CH:19][CH:20]=3)[C:15]1=[O:24])[CH3:13])=[CH:10]2 |^1:53,55,74,93|. Procedure details: A solution of (S)-2-(1-(2,8-dichloroquinolin-3-yl)ethyl)isoindoline-1,3-dione (0.2000 g, 0.5388 mmol), 5-(tributylstannyl)thiazole (0.4032 g, 1.078 mmol), and tetrakis(triphenylphosphine)palladium(0) (0.06226 g, 0.05388 mmol) in 1,4-dioxane (4.490 mL, 0.5388 mmol) was stirred at 100° C. After 94 h, the mixture was cooled to room temperature and concentrated under reduced pressure. The residue was purified by column chromatography on a 40 g of Redi-Sep™ column using 0 to 100% gradient of EtOAc in... Starting materials: O=C([O-])[O-], COCOc1ccc(-c2ccc3c(c2COC(=O)c2ccc(C)s2)NC(=O)C(C)(C)N3)c(OC)c1, CI, CN(C)C=O, CCOC(C)=O, [Cs+], [Cs+]. Yields the product COCOc1ccc(-c2ccc3c(c2COC(=O)c2ccc(C)s2)N(C)C(=O)C(C)(C)N3)c(OC)c1. As a reaction SMILES: [C:38](=[O:39])([O-:40])[O-:41].[CH3:1][O:2][c:3]1[c:4](-[c:13]2[cH:14][cH:15][c:16]3[c:21]([c:22]2[CH2:23][O:24][C:25](=[O:26])[c:27]2[s:28][c:29]([CH3:32])[cH:30][cH:31]2)[NH:20][C:19](=[O:33])[C:18]([CH3:34])([CH3:35])[NH:17]3)[cH:5][cH:6][c:7]([O:9][CH2:10][O:11][CH3:12])[cH:8]1.[CH3:36][I:37].[CH3:44][N:45]([CH3:46])[CH:47]=[O:48].[CH3:49][CH2:50][O:51][C:52](=[O:53])[CH3:54].[Cs+:42].[Cs+:43]>>[CH3:1][O:2][c:3]1[c:4](-[c:13]2[cH:14][cH:15][c:16]3[c:21]([c:22]2[CH2:23][O:24][C:25](=[O:26])[c:27]2[s:28][c:29]([CH3:32])[cH:30][cH:31]2)[N:20]([CH3:38])[C:19](=[O:33])[C:18]([CH3:34])([CH3:35])[NH:17]3)[cH:5][cH:6][c:7]([O:9][CH2:10][O:11][CH3:12])[cH:8]1. Reactants: O=C([O-])[O-], COc1cc(N2CCNCC2)ccc1[N+](=O)[O-], CC#N, CCCI, [K+], [K+]. Product: CCCN1CCN(c2ccc([N+](=O)[O-])c(OC)c2)CC1. Reaction SMILES: [C:22](=[O:23])([O-:24])[O-:25].[CH3:1][O:2][c:3]1[cH:4][c:5]([N:12]2[CH2:13][CH2:14][NH:15][CH2:16][CH2:17]2)[cH:6][cH:7][c:8]1[N+:9](=[O:10])[O-:11].[CH3:28][C:29]#[N:30].[I:18][CH2:19][CH2:20][CH3:21].[K+:26].[K+:27]>>[CH3:1][O:2][c:3]1[cH:4][c:5]([N:12]2[CH2:13][CH2:14][N:15]([CH2:19][CH2:20][CH3:21])[CH2:16][CH2:17]2)[cH:6][cH:7][c:8]1[N+:9](=[O:10])[O-:11].